The task is: describe an organic reaction: reactants, conditions, products, and yield. This data is from the Open Reaction Database (ORD), a public repository of structured organic reaction records. Reactants: S(=O)(Cl)Cl (thionyl chloride), C1(CCCC1)N1N=C(C2=CC=C(C=C12)C(=O)O)CC (1-cyclopentyl-3-ethyl-1h-indazole-6-carboxylic acid), NC=1C(=NC=NC1Cl)Cl (5-amino-4,6-dichloro-pyrimidine), [H-].[Na+] (sodium hydride), oil, acid chloride. Solvent: C1(=CC=CC=C1)C (toluene), CN(C)C=O (DMF), C(C)(=O)OCC (ethyl acetate), CN(C)C=O (DMF), CN(C)C=O (DMF). Reaction conditions: time 10 minute. Product: ClC1=NC=NC(=C1NC(=O)C1=CC=C2C(=NN(C2=C1)C1CCCC1)CC)Cl (1-Cyclopentyl-3-ethyl-1H-indazole-6-carboxylic acid (4,6-dichloro-pyrimidin-5-yl)-amide). Yield: 14.7%. RXN SMILES: S(Cl)(Cl)=O.[CH:5]1([N:10]2[C:18]3[C:13](=[CH:14][CH:15]=[C:16]([C:19]([OH:21])=O)[CH:17]=3)[C:12]([CH2:22][CH3:23])=[N:11]2)[CH2:9][CH2:8][CH2:7][CH2:6]1.[H-].[Na+].[NH2:26][C:27]1[C:28]([Cl:34])=[N:29][CH:30]=[N:31][C:32]=1[Cl:33]>C1(C)C=CC=CC=1.CN(C=O)C.C(OCC)(=O)C>[Cl:34][C:28]1[C:27]([NH:26][C:19]([C:16]2[CH:17]=[C:18]3[C:13]([C:12]([CH2:22][CH3:23])=[N:11][N:10]3[CH:5]3[CH2:6][CH2:7][CH2:8][CH2:9]3)=[CH:14][CH:15]=2)=[O:21])=[C:32]([Cl:33])[N:31]=[CH:30][N:29]=1 |f:2.3|. Procedure details: 50 μL (0.680 mmol, 1.3 equiv) thionyl chloride were added to a room temperature solution of 135 mg (0.523 mmol, 1.0 equiv) 1-cyclopentyl-3-ethyl-1h-indazole-6-carboxylic acid and 10 μL DMF in 5 mL anhydrous toluene. The reaction mixture was heated to reflux for 2 hours, then cooled to room temperature, concentrated to dryness on a rotary evaporator, and dried at high vacuum, room temperature for several hours. 21 mg (0.523 mmol, 1.0 equiv) sodium hydride, 60% oil dispersion, were added to a sepa...